From a dataset of the Open Reaction Database (ORD), a public repository of structured organic reaction records. describe an organic reaction: reactants, conditions, products, and yield The reactants are O=C([O-])[O-], COCCn1cc(C2CCNCC2)c2cccnc21, COC(=O)c1cccc(CBr)c1, CCCC(C)=O, [I-], [K+], [K+], [Na+], O. Yields the product COCCn1cc(C2CCN(Cc3cccc(C(=O)OC)c3)CC2)c2cccnc21. Reaction SMILES: [C:32](=[O:33])([O-:34])[O-:35].[CH3:1][O:2][CH2:3][CH2:4][n:5]1[cH:6][c:7]([CH:14]2[CH2:15][CH2:16][NH:17][CH2:18][CH2:19]2)[c:8]2[c:9]1[n:10][cH:11][cH:12][cH:13]2.[CH3:20][O:21][C:22]([c:23]1[cH:24][c:25]([CH2:29][Br:30])[cH:26][cH:27][cH:28]1)=[O:31].[CH3:40][CH2:41][CH2:42][C:43](=[O:44])[CH3:45].[I-:39].[K+:36].[K+:37].[Na+:38].[OH2:46]>>[CH3:1][O:2][CH2:3][CH2:4][n:5]1[cH:6][c:7]([CH:14]2[CH2:15][CH2:16][N:17]([CH2:29][c:25]3[cH:24][c:23]([C:22]([O:21][CH3:20])=[O:31])[cH:28][cH:27][cH:26]3)[CH2:18][CH2:19]2)[c:8]2[c:9]1[n:10][cH:11][cH:12][cH:13]2. The reactants are BrC=1C=C(C=C(C1O)S(N(C)C)(=O)=O)C(C(=O)OCC)CC(C)C (ethyl 2-(3-bromo-5-(N,N-dimethylsulfamoyl)-4-hydroxyphenyl)-4-methylpentanoate), C(=O)([O-])[O-].[K+].[K+] (K2CO3), C1(CC1)CBr (cyclopropylmethylbromide). Procedure: To a stirred solution of ethyl 2-(3-bromo-5-(N,N-dimethylsulfamoyl)-4-hydroxyphenyl)-4-methylpentanoate (0.75 g, 1.77 mmol) in DMSO (25 mL) were added K2CO3 (367 mg, 2.106 mmol) and cyclopropylmethylbromide (0.2 mL, 2.13 mmol) at RT under inert atmosphere. The reaction mixture was stirred at 80° C. temperature over a period of 14 h. After completion of starting material (by TLC), the reaction mixture was cooled to RT and quenched with water and extracted with EtOAc (3×100 mL). Combined organic l... Solvent: CS(=O)C (DMSO). Run at temperature 80 celsius, time 14 hour. Product: BrC=1C=C(C=C(C1OCC1CC1)S(N(C)C)(=O)=O)C(C(=O)OCC)CC(C)C (ethyl 2-(3-bromo-4-(cyclopropylmethoxy)-5-(N,N-dimethylsulfamoyl)phenyl)-4-methylpentanoate). Isolated yield 41.5%. Reaction SMILES: [Br:1][C:2]1[CH:3]=[C:4]([CH:15]([CH2:21][CH:22]([CH3:24])[CH3:23])[C:16]([O:18][CH2:19][CH3:20])=[O:17])[CH:5]=[C:6]([S:9](=[O:14])(=[O:13])[N:10]([CH3:12])[CH3:11])[C:7]=1[OH:8].C([O-])([O-])=O.[K+].[K+].[CH:31]1([CH2:34]Br)[CH2:33][CH2:32]1>CS(C)=O>[Br:1][C:2]1[CH:3]=[C:4]([CH:15]([CH2:21][CH:22]([CH3:23])[CH3:24])[C:16]([O:18][CH2:19][CH3:20])=[O:17])[CH:5]=[C:6]([S:9](=[O:13])(=[O:14])[N:10]([CH3:12])[CH3:11])[C:7]=1[O:8][CH2:34][CH:31]1[CH2:33][CH2:32]1 |f:1.2.3|.